Dataset: the Open Reaction Database (ORD), a public repository of structured organic reaction records. Task: describe an organic reaction: reactants, conditions, products, and yield The reactants are residue, COC1=CC=C2CCC(C2=C1)C(=O)N(CCC1=CC=CC=C1)CCC (6-methoxy-N-propyl-N-(2-phenylethyl)-1-indanamide), [H-].[Al+3].[Li+].[H-].[H-].[H-] (lithium aluminum hydride). The solvent is CCOCC (ether), CCOCC (ether). Conditions: time 5 hour. The product is COC1=CC=C2CCC(C2=C1)CN(CCC1=CC=CC=C1)CCC (6-Methoxy-N-propyl-N-(2-phenylethyl)-1-indanmethylamine). As a reaction SMILES: [H-].[Al+3].[Li+].[H-].[H-].[H-].[CH3:7][O:8][C:9]1[CH:17]=[C:16]2[C:12]([CH2:13][CH2:14][CH:15]2[C:18]([N:20]([CH2:29][CH2:30][CH3:31])[CH2:21][CH2:22][C:23]2[CH:28]=[CH:27][CH:26]=[CH:25][CH:24]=2)=O)=[CH:11][CH:10]=1>CCOCC>[CH3:7][O:8][C:9]1[CH:17]=[C:16]2[C:12]([CH2:13][CH2:14][CH:15]2[CH2:18][N:20]([CH2:29][CH2:30][CH3:31])[CH2:21][CH2:22][C:23]2[CH:24]=[CH:25][CH:26]=[CH:27][CH:28]=2)=[CH:11][CH:10]=1 |f:0.1.2.3.4.5|. Procedure: To a suspension of 1 g of lithium aluminum hydride in 15 milliliters of anhydrous ether was added a solution of 5 g of the residue of 6-methoxy-N-propyl-N-(2-phenylethyl)-1-indanamide in 15 milliliters of anhydrous ether at a rate which maintained gentle reflux of the reaction mixture. Reflux and stirring were continued for 5 hours. The reaction mixture was then stirred overnight without heating. Destruction of the excess lithium aluminium hydride was completed by cautious dropwise addition of 1...